Task: describe an organic reaction: reactants, conditions, products, and yield. Dataset: the Open Reaction Database (ORD), a public repository of structured organic reaction records The reactants are CCOC(C)=O, CS(=O)(=O)c1nnc(N)s1, O=C(Cl)Cl. Product: CS(=O)(=O)c1nnc(N=C=O)s1. As a reaction SMILES: [CH3:15][CH2:16][O:17][C:18](=[O:19])[CH3:20].[CH3:5][S:6](=[O:7])(=[O:8])[c:9]1[n:10][n:11][c:12]([NH2:14])[s:13]1.[Cl:1][C:2]([Cl:3])=[O:4]>>[C:2](=[O:4])=[N:14][c:12]1[n:11][n:10][c:9]([S:6]([CH3:5])(=[O:7])=[O:8])[s:13]1. Reactants: CSC1=CC=C(C=C1)CC(C)=O (1-(4-methylthiophenyl)-2-propanone), C(C1=CC=CC=C1)=O (benzaldehyde), N1CCCCC1 (piperidine). Solvent: C1=CC=CC=C1 (benzene). Yields the product C1(=CC=CC=C1)C=C(C(C)=O)C1=CC=C(C=C1)SC (1-phenyl-2-(4-methylthiophenyl)-1-buten-3-one). As a reaction SMILES: [CH3:1][S:2][C:3]1[CH:8]=[CH:7][C:6]([CH2:9][C:10](=[O:12])[CH3:11])=[CH:5][CH:4]=1.[CH:13](=O)[C:14]1[CH:19]=[CH:18][CH:17]=[CH:16][CH:15]=1.N1CCCCC1>C1C=CC=CC=1>[C:14]1([CH:13]=[C:9]([C:6]2[CH:7]=[CH:8][C:3]([S:2][CH3:1])=[CH:4][CH:5]=2)[C:10](=[O:12])[CH3:11])[CH:19]=[CH:18][CH:17]=[CH:16][CH:15]=1. Reported procedure: A solution of 1-(4-methylthiophenyl)-2-propanone [G. Y. Lesher, U.S. Pat. No. 4,517,192, May 14, 1985; L. M. Werfel et al, J. Med. Chem., 29, 924-36 (1986)] (11.2 g, 0.062 mol) and benzaldehyde (6.6 g, 0.062 mol) in benzene (75 ml) containing piperidine (200 mg) was heated at reflux for 24 hours. After cooling, the solvent was removed and the residue was purified by chromatography on silica gel using mixtures of ethyl acetate and toluene to give the ketone. This material was recrystallized from ... The reactants are Cl (hydrochloric acid), ClC1=C(C=C(C(=C1)Cl)OC)NC1=C2C(=NC=C1C#N)C=C(S2)C2=CSC(=C2)C2OCCO2 (7-[(2,4-dichloro-5-methoxyphenyl)amino]-2-[5-(1,3-dioxolan-2-yl)thien-3-yl]thieno[3,2-b]pyridine-6-carbonitrile), C([O-])(O)=O.[Na+] (sodium bicarbonate). Solvent: O1CCCC1 (tetrahydrofuran). Run at time 8 hour. Yields the product ClC1=C(C=C(C(=C1)Cl)OC)NC1=C2C(=NC=C1C#N)C=C(S2)C2=CSC(=C2)C=O (7-[(2,4-dichloro-5-methoxyphenyl)amino]-2-(5-formylthien-3-yl)thieno[3,2-b]pyridine-6-carbonitrile). Isolated yield 87.9%. As a reaction SMILES: [Cl:1][C:2]1[CH:7]=[C:6]([Cl:8])[C:5]([O:9][CH3:10])=[CH:4][C:3]=1[NH:11][C:12]1[C:17]([C:18]#[N:19])=[CH:16][N:15]=[C:14]2[CH:20]=[C:21]([C:23]3[CH:27]=[C:26]([CH:28]4OCC[O:29]4)[S:25][CH:24]=3)[S:22][C:13]=12.Cl.C(=O)(O)[O-].[Na+]>O1CCCC1>[Cl:1][C:2]1[CH:7]=[C:6]([Cl:8])[C:5]([O:9][CH3:10])=[CH:4][C:3]=1[NH:11][C:12]1[C:17]([C:18]#[N:19])=[CH:16][N:15]=[C:14]2[CH:20]=[C:21]([C:23]3[CH:27]=[C:26]([CH:28]=[O:29])[S:25][CH:24]=3)[S:22][C:13]=12 |f:2.3|. Procedure details: To the suspension of 7-[(2,4-dichloro-5-methoxyphenyl)amino]-2-[5-(1,3-dioxolan-2-yl)thien-3-yl]thieno[3,2-b]pyridine-6-carbonitrile (337 mg, 0.67 mmol) in 10 mL of tetrahydrofuran is added 5 mL of 2N hydrochloric acid. The mixture is stirred at room temperature, overnight. The mixture is slowly poured into 30 mL of saturated aqueous sodium bicarbonate and extracted with chloroform. The organic layer is washed with saturated aqueous sodium chloride, dried over magnesium sulfate, filtered and con...